This data is from the Open Reaction Database (ORD), a public repository of structured organic reaction records. The task is: describe an organic reaction: reactants, conditions, products, and yield The reactants are C(C)(C)(C)[Si](N1CCC=2C1=NC=C(C2)C=O)(C)C (1-(tert-Butyl-dimethyl-silanyl)-2,3-dihydro-1H-pyrrolo[2,3-b]pyridine-5-carbaldehyde), C(#N)C1=C(C(=O)C(=C(C1=O)Cl)Cl)C#N (DDQ). Run in C(Cl)Cl (CH2Cl2), P(=O)([O-])([O-])[O-] (phosphate). Run at time 1 hour. The product is C(C)(C)(C)[Si](N1C=CC=2C1=NC=C(C2)C=O)(C)C (1-(tert-Butyl-dimethyl-silanyl)-1H-pyrrolo[2,3-b]pyridine-5-carbaldehyde). Yield: 21.1%. As a reaction SMILES: [C:1]([Si:5]([CH3:18])([CH3:17])[N:6]1[C:10]2=[N:11][CH:12]=[C:13]([CH:15]=[O:16])[CH:14]=[C:9]2[CH2:8][CH2:7]1)([CH3:4])([CH3:3])[CH3:2].C(C1C(=O)C(Cl)=C(Cl)C(=O)C=1C#N)#N>C(Cl)Cl.P([O-])([O-])([O-])=O>[C:1]([Si:5]([CH3:18])([CH3:17])[N:6]1[C:10]2=[N:11][CH:12]=[C:13]([CH:15]=[O:16])[CH:14]=[C:9]2[CH:8]=[CH:7]1)([CH3:4])([CH3:3])[CH3:2]. Procedure: To a stirred solution of the alcohol 13 (54 mg, 0.20 mmol) in a mixture of CH2Cl2 (15 mL) and 0.2 M pH 7 phosphate buffer (0.15 mL) was added DDQ (53 mg, 0.23 mmol) in three equal portions. When TLC analysis showed complete consumption of the starting material, the mixture was diluted with saturated aqueous NaHCO3 (16 mL) and stirred vigorously for 1 h. The mixture was then extracted with AcOEt (2×). The combined organic solutions were washed with saturated brine (1×), dried (MgSO4) and concentr... The reactants are NCCOC1=C(C=C(C=C1)[N+](=O)[O-])C1C(=C(NC(=C1C(=O)OC)C)C)C(=O)OC (dimethyl 4-[2-(2-aminoethoxy)-5-nitrophenyl]-2,6-dimethyl-1,4-dihydropyridine-3,5-dicarboxylate), C1C(C2=CC=CC=C2)O1 (styrene oxide). Run in CN(C=O)C (N,N-dimethylformamide). Run at time 2 day. The product is OC(CNCCOC1=C(C=C(C=C1)[N+](=O)[O-])C1C(=C(NC(=C1C(=O)OC)C)C)C(=O)OC)C1=CC=CC=C1 (dimethyl 4-[2-[2-(β-hydroxyphenethylamino)ethoxy]-5-nitrophenyl]-2,6-dimethyl-1,4-dihydropyridine-3,5-dicarboxylate). Yield: 19.3%. As a reaction SMILES: [NH2:1][CH2:2][CH2:3][O:4][C:5]1[CH:10]=[CH:9][C:8]([N+:11]([O-:13])=[O:12])=[CH:7][C:6]=1[CH:14]1[C:19]([C:20]([O:22][CH3:23])=[O:21])=[C:18]([CH3:24])[NH:17][C:16]([CH3:25])=[C:15]1[C:26]([O:28][CH3:29])=[O:27].[CH2:30]1[O:38][CH:31]1[C:32]1[CH:37]=[CH:36][CH:35]=[CH:34][CH:33]=1>CN(C)C=O>[OH:38][CH:31]([C:32]1[CH:37]=[CH:36][CH:35]=[CH:34][CH:33]=1)[CH2:30][NH:1][CH2:2][CH2:3][O:4][C:5]1[CH:10]=[CH:9][C:8]([N+:11]([O-:13])=[O:12])=[CH:7][C:6]=1[CH:14]1[C:19]([C:20]([O:22][CH3:23])=[O:21])=[C:18]([CH3:24])[NH:17][C:16]([CH3:25])=[C:15]1[C:26]([O:28][CH3:29])=[O:27]. Procedure: In 30 ml of N,N-dimethylformamide were dissolved 2 g of dimethyl 4-[2-(2-aminoethoxy)-5-nitrophenyl]-2,6-dimethyl-1,4-dihydropyridine-3,5-dicarboxylate and 0.6 g of styrene oxide, and the solution thus formed was allowed to stand for 2 days at room temperature. The reaction solution was concentrated under reduced pressure, and the residue was subjected to silica gel column chromatography. The product was eluted with chloroform-methanol (95:5 v/v). Crude crystals were recrystallized from ethyl ac...